From a dataset of the Open Reaction Database (ORD), a public repository of structured organic reaction records. describe an organic reaction: reactants, conditions, products, and yield Reactants: Polyphosphoric acid, N1=CC=CC=2C(=CC=CC12)OCCC(=O)O (3-(5-quinolinoxy)-propionic acid), [OH-].[NH4+] (ammonium hydroxide). Solvent: ice water. Product: O1C=CC(C=2C1=C1C=CC=NC1=CC2)=O (Pyrano[2,3-f]quinolin-4-one). As a reaction SMILES: [N:1]1[C:10]2[CH:9]=[CH:8][CH:7]=[C:6]([O:11][CH2:12][CH2:13][C:14]([OH:16])=O)[C:5]=2[CH:4]=[CH:3][CH:2]=1.[OH-].[NH4+]>>[O:11]1[C:6]2=[C:5]3[C:10](=[CH:9][CH:8]=[C:7]2[C:14](=[O:16])[CH:13]=[CH:12]1)[N:1]=[CH:2][CH:3]=[CH:4]3 |f:1.2|. Reported procedure: Polyphosphoric acid (26 ml) was heated at 90°-95° C. and stirred while 3-(5-quinolinoxy)-propionic acid (2.60 g, 0.0120 mole) was added in small portions. After heating for 2 hours the mixture was poured into 200 ml ice water, basified to pH 10 with concentrated ammonium hydroxide and extracted with 3×200 ml ethyl acetate. The combined organic plasma were dried over magnesium sulfate, filtered, and evaporated in vacuo to a solid, which were recrystallized from toluene, m.p. 146°-147° C. Starting materials: [Cl-].O[NH3+] (hydroxylammonium chloride), C(O)([O-])=O.[Na+] (sodium hydrogen carbonate), CS(=O)C (dimethyl sulfoxide), C(C)(C)(C)OC1=CC=C(C=C1)N1C(=NC(=C(C1=O)CC1=CC=C(C=C1)C=1C(=CC=CC1)C#N)CCCC)C (4′-{[1-(4-tert-butoxyphenyl)-4-butyl-2-methyl-6-oxo-1,6-dihydropyrimidin-5-yl]methyl}biphenyl-2-carbonitrile). Run in O (water). Reaction conditions: temperature 40 celsius, time 30 minute. Product: C(C)(C)(C)OC1=CC=C(C=C1)N1C(=NC(=C(C1=O)CC1=CC=C(C=C1)C1=C(C=CC=C1)C1=NOC(N1)=O)CCCC)C (3-(4-tert-butoxyphenyl)-6-butyl-2-methyl-5-{[2′-(5-oxo-4,5-dihydro-1,2,4-oxadiazol-3-yl)biphenyl-4-yl]methyl}pyrimidin-4(3H)-one). The yield is 47.4%. As a reaction SMILES: [Cl-].O[NH3+:3].[C:4](=[O:7])([O-])[OH:5].[Na+].CS(C)=O.[C:13]([O:17][C:18]1[CH:23]=[CH:22][C:21]([N:24]2[C:29](=[O:30])[C:28]([CH2:31][C:32]3[CH:37]=[CH:36][C:35]([C:38]4[C:39]([C:44]#[N:45])=[CH:40][CH:41]=[CH:42][CH:43]=4)=[CH:34][CH:33]=3)=[C:27]([CH2:46][CH2:47][CH2:48][CH3:49])[N:26]=[C:25]2[CH3:50])=[CH:20][CH:19]=1)([CH3:16])([CH3:15])[CH3:14]>O>[C:13]([O:17][C:18]1[CH:19]=[CH:20][C:21]([N:24]2[C:29](=[O:30])[C:28]([CH2:31][C:32]3[CH:33]=[CH:34][C:35]([C:38]4[CH:43]=[CH:42][CH:41]=[CH:40][C:39]=4[C:44]4[NH:3][C:4](=[O:7])[O:5][N:45]=4)=[CH:36][CH:37]=3)=[C:27]([CH2:46][CH2:47][CH2:48][CH3:49])[N:26]=[C:25]2[CH3:50])=[CH:22][CH:23]=1)([CH3:16])([CH3:15])[CH3:14] |f:0.1,2.3|. Reported procedure: A mixture of hydroxylammonium chloride (1.2 g), sodium hydrogen carbonate (1.7 g) and dimethyl sulfoxide (10 mL) was stirred at 40° C. for 30 min, 4′-{[1-(4-tert-butoxyphenyl)-4-butyl-2-methyl-6-oxo-1,6-dihydropyrimidin-5-yl]methyl}biphenyl-2-carbonitrile (0.51 g) was added, and the mixture was stirred at 90° C. for 24 hr. The mixture was allowed to cool to room temperature, water was added to the reaction mixture, and the precipitated solid was collected by filtration. The obtained solid was di... Starting materials: C(#N)C(C)(C)C=1C=C(C(=O)NC=2C=CC(=C(C2)NC(=O)C2=CC=3C(=NC=C(N3)C=3C=NC=CC3)S2)C)C=CC1 (N-(5-(3-(2-cyanopropan-2-yl)benzamido)-2-methylphenyl)-2-(pyridin-3-yl)thieno[2,3-b]pyrazine-6-carboxamide), N1=CN=CC(=C1)B(O)O (pyrimidine-5-boronic acid). The product is C(#N)C(C)(C)C=1C=C(C(=O)NC=2C=CC(=C(C2)NC(=O)C2=CC=3C(=NC=C(N3)C=3C=NC=NC3)S2)C)C=CC1 (N-(5-(3-(2-cyanopropan-2-yl)benzamido)-2-methylphenyl)-2-(pyrimidin-5-yl)thieno[2,3-b]pyrazine-6-carboxamide). Isolated yield 7.0%. Reaction SMILES: [C:1]([C:3]([C:6]1[CH:7]=[C:8]([CH:37]=[CH:38][CH:39]=1)[C:9]([NH:11][C:12]1[CH:13]=[CH:14][C:15]([CH3:36])=[C:16]([NH:18][C:19]([C:21]2[S:35][C:24]3=[N:25][CH:26]=[C:27]([C:29]4[CH:30]=[N:31][CH:32]=C[CH:34]=4)[N:28]=[C:23]3[CH:22]=2)=[O:20])[CH:17]=1)=[O:10])([CH3:5])[CH3:4])#[N:2].[N:40]1C=C(B(O)O)C=NC=1>>[C:1]([C:3]([C:6]1[CH:7]=[C:8]([CH:37]=[CH:38][CH:39]=1)[C:9]([NH:11][C:12]1[CH:13]=[CH:14][C:15]([CH3:36])=[C:16]([NH:18][C:19]([C:21]2[S:35][C:24]3=[N:25][CH:26]=[C:27]([C:29]4[CH:34]=[N:40][CH:32]=[N:31][CH:30]=4)[N:28]=[C:23]3[CH:22]=2)=[O:20])[CH:17]=1)=[O:10])([CH3:5])[CH3:4])#[N:2]. Procedure details: Preparation analogous to the synthesis of 25h by using pyrimidine-5-boronic acid (1.5 eq). Purified by HPLC to give the title compound N-(5-(3-(2-cyanopropan-2-yl)benzamido)-2-methylphenyl)-2-(pyrimidin-5-yl)thieno[2,3-b]pyrazine-6-carboxamide 25j (2 mg, 7%). NMR (400 MHz, DMSO-d6) 1.76 (s, 6H), 2.28 (s, 3H), 7.33 (d, J=8.6 Hz, 1H), 7.58-7.67 (m, 2H), 7.76 (d, J=7.8 Hz, 1H), 7.9 (d, J=1.9 Hz, 1H), 7.95 (d, J=8.2 Hz, 1H), 8.06 (s, 1H), 8.63 (br s, 1H), 9.37 (s, 1H), 9.51 (s, 1H), 9.61 (s, 2H), 10... Reactants: O=C([O-])O, CCCC[Sn](Cl)(CCCC)CCCC, C1CCOC1, [Li]CCCC, CC(C)NC(C)C, Cc1cnccc1F, [Na+]. The product is CCCC[Sn](CCCC)(CCCC)c1cncc(C)c1F. As a reaction SMILES: [C:35](=[O:36])([OH:37])[O-:38].[CH2:21]([CH2:22][CH2:23][CH3:24])[Sn:25]([CH2:26][CH2:27][CH2:28][CH3:29])([CH2:30][CH2:31][CH2:32][CH3:33])[Cl:34].[CH2:40]1[O:41][CH2:42][CH2:43][CH2:44]1.[CH2:8]([Li:9])[CH2:10][CH2:11][CH3:12].[CH:1]([NH:2][CH:3]([CH3:4])[CH3:5])([CH3:6])[CH3:7].[F:13][c:14]1[c:15]([CH3:20])[cH:16][n:17][cH:18][cH:19]1.[Na+:39]>>[F:13][c:14]1[c:15]([CH3:20])[cH:16][n:17][cH:18][c:19]1[Sn:25]([CH2:21][CH2:22][CH2:23][CH3:24])([CH2:26][CH2:27][CH2:28][CH3:29])[CH2:30][CH2:31][CH2:32][CH3:33]. Reactants: B1(OC(C(O1)(C)C)(C)C)B2OC(C(O2)(C)C)(C)C (Bis(pinacolato)diboron), C(C)(=O)[O-].[K+] (potassium acetate), BrC1=CC(=C(C=C1)OCC1=CC=C(C=C1)OC)C(F)(F)F (4-bromo-1-[(4-methoxybenzyl)oxy]-2-(trifluoromethyl)benzene), ClC1=NC(=C2N=CN(C2=N1)C)Cl (2,6-dichloro-9-methyl-9H-purine), C(=O)([O-])[O-].[Na+].[Na+] (Na2CO3). The reagents and catalysts are Cl[Pd]([P](C1=CC=CC=C1)(C2=CC=CC=C2)C3=CC=CC=C3)([P](C4=CC=CC=C4)(C5=CC=CC=C5)C6=CC=CC=C6)Cl (dichlorobis(triphenylphosphine)palladium), C=1C=CC(=CC1)[P](C=2C=CC=CC2)(C=3C=CC=CC3)[Pd]([P](C=4C=CC=CC4)(C=5C=CC=CC5)C=6C=CC=CC6)([P](C=7C=CC=CC7)(C=8C=CC=CC8)C=9C=CC=CC9)[P](C=1C=CC=CC1)(C=1C=CC=CC1)C=1C=CC=CC1 (tetrakis(triphenylphosphine)palladium). The solvent is O1CCOCC1 (dioxane), O (water), CCOC(=O)C (EtOAc). Conditions: temperature 100 celsius, time 2 hour. The product is ClC1=NC(=C2N=CN(C2=N1)C)C1=CC(=C(C=C1)OCC1=CC=C(C=C1)OC)C(F)(F)F (2-chloro-6-{4-[(4-methoxybenzyl)oxy]-3-(trifluoromethyl)phenyl}-9-methyl-9H-purine). Isolated yield 16.6%. RXN SMILES: B1(B2OC(C)(C)C(C)(C)O2)OC(C)(C)C(C)(C)O1.C([O-])(=O)C.[K+].Br[C:25]1[CH:30]=[CH:29][C:28]([O:31][CH2:32][C:33]2[CH:38]=[CH:37][C:36]([O:39][CH3:40])=[CH:35][CH:34]=2)=[C:27]([C:41]([F:44])([F:43])[F:42])[CH:26]=1.[Cl:45][C:46]1[N:54]=[C:53]2[C:49]([N:50]=[CH:51][N:52]2[CH3:55])=[C:48](Cl)[N:47]=1.C([O-])([O-])=O.[Na+].[Na+]>O1CCOCC1.Cl[Pd](Cl)([P](C1C=CC=CC=1)(C1C=CC=CC=1)C1C=CC=CC=1)[P](C1C=CC=CC=1)(C1C=CC=CC=1)C1C=CC=CC=1.C1C=CC([P]([Pd]([P](C2C=CC=CC=2)(C2C=CC=CC=2)C2C=CC=CC=2)([P](C2C=CC=CC=2)(C2C=CC=CC=2)C2C=CC=CC=2)[P](C2C=CC=CC=2)(C2C=CC=CC=2)C2C=CC=CC=2)(C2C=CC=CC=2)C2C=CC=CC=2)=CC=1.CCOC(C)=O.O>[Cl:45][C:46]1[N:54]=[C:53]2[C:49]([N:50]=[CH:51][N:52]2[CH3:55])=[C:48]([C:25]2[CH:30]=[CH:29][C:28]([O:31][CH2:32][C:33]3[CH:38]=[CH:37][C:36]([O:39][CH3:40])=[CH:35][CH:34]=3)=[C:27]([C:41]([F:44])([F:43])[F:42])[CH:26]=2)[N:47]=1 |f:1.2,5.6.7,^1:71,90,113,115,134,153|. Reported procedure: Bis(pinacolato)diboron (4.12 g), potassium acetate (4.35 g), and dichlorobis(triphenylphosphine)palladium (II) (1.04 g) were added to a solution of 4-bromo-1-[(4-methoxybenzyl)oxy]-2-(trifluoromethyl)benzene (5.87 g) in dioxane (90 mL) at room temperature in an argon atmosphere, and the mixture was stirred at 100° C. for 2 hours. After the reaction mixture was cooled to room temperature, 2,6-dichloro-9-methyl-9H-purine (3 g), Na2CO3 (4.7 g), tetrakis(triphenylphosphine)palladium (0) (854 mg), an... The reactants are FC1=C(C=CC2=CC=CC=C12)O (1-fluoronaphthalen-2-ol), C(=O)([O-])[O-].[K+].[K+] (K2CO3), BrC(C(=O)NCC=1OC=CC1)(F)F (2-bromo-2,2-difluoro-N-(furan-2-ylmethyl)acetamide). The solvent is C(C)(=O)OCC (ethyl acetate), CC(=O)C (acetone). Run at temperature 40 celsius, time 8 hour. Product: FC(C(=O)NCC=1OC=CC1)(OC1=C(C2=CC=CC=C2C=C1)F)F (2,2-difluoro-2-[(1-fluoronaphthalen-2-yl)oxy]-N-(furan-2-ylmethyl)acetamide). The yield is 112.1%. RXN SMILES: [F:1][C:2]1[C:11]2[C:6](=[CH:7][CH:8]=[CH:9][CH:10]=2)[CH:5]=[CH:4][C:3]=1[OH:12].C([O-])([O-])=O.[K+].[K+].Br[C:20]([F:31])([F:30])[C:21]([NH:23][CH2:24][C:25]1[O:26][CH:27]=[CH:28][CH:29]=1)=[O:22]>CC(C)=O.C(OCC)(=O)C>[F:31][C:20]([F:30])([O:12][C:3]1[CH:4]=[CH:5][C:6]2[C:11](=[CH:10][CH:9]=[CH:8][CH:7]=2)[C:2]=1[F:1])[C:21]([NH:23][CH2:24][C:25]1[O:26][CH:27]=[CH:28][CH:29]=1)=[O:22] |f:1.2.3|. Procedure: To a solution of 1-fluoronaphthalen-2-ol (280 mg, 1.73 mmol) and K2CO3 (1.2 g, 8.65 mmol) in 10 mL of acetone, 2-bromo-2,2-difluoro-N-(furan-2-ylmethyl)acetamide (527 mg, 2.08 mmol) were added. The resulting mixture was stirred at 40° C. overnight. The reaction was cooled at room temperature, diluted with ethyl acetate (30 mL) and washed with water. The organic layer was dried over anhydrous sodium sulfate, filtered, and concentrated in vacuo to afford 2,2-difluoro-2-[(1-fluoronaphthalen-2-yl)ox... Starting materials: BrC=1C=C(C=CC1)C(F)(F)F (3-bromobenzotrifluoride), [Mg] (Magnesium), [Mg] (magnesium), BrC1=CC=C(C=C1)C(F)(F)F (4-bromobenzotrifluoride), ClCCCC(=O)Cl (4-chlorobutyryl chloride). Solvent: O1CCCC1 (tetrahydrofuran), O1CCCC1 (tetrahydrofuran), O1CCCC1 (tetrahydrofuran). Conditions: temperature 0 celsius, time 24 hour. Yields the product ClCCCC(=O)C1=CC=C(C=C1)C(F)(F)F (4-Chloro-4′-trifluoromethyl-butyrophenone). Yield: 417.1%. Reaction SMILES: [Mg].Br[C:3]1[CH:8]=[CH:7][C:6]([C:9]([F:12])([F:11])[F:10])=[CH:5][CH:4]=1.BrC1C=C(C(F)(F)F)C=CC=1.[Cl:24][CH2:25][CH2:26][CH2:27][C:28](Cl)=[O:29]>O1CCCC1>[Cl:24][CH2:25][CH2:26][CH2:27][C:28]([C:3]1[CH:8]=[CH:7][C:6]([C:9]([F:12])([F:11])[F:10])=[CH:5][CH:4]=1)=[O:29]. Procedure details: Magnesium metal (0.6 g, 24.4 mmol) was placed into a 25 mL round bottomed flask and was vigorously stirred under nitrogen for 24 hours. To this activated magnesium was added 1 mL of tetrahydrofuran and 4-bromobenzotrifluoride (0.5 g, 2.2 mmol) and the reaction was sonicated for 30 seconds during which time a deep red color formed. The solution was cooled to 0° C. and 3-bromobenzotrifluoride (4.5 g, 20 mmol) in 9 mL of tetrahydrofuran was added dropwise. The reaction was allowed to warm to room t... Starting materials: BrC1=CC=C2C=CNC2=C1 (6-bromo-1H-indole), COC(CCS(=O)[O-])=O.[Na+] (sodium 3-methoxy-3-oxopropane-1-sulfinate). The reagents and catalysts are [Cu]I (CuI). Conditions: temperature 110 celsius. The product is N1C=CC2=CC=C(C=C12)S(=O)(=O)CCC(=O)OC (Methyl 3-(1H-indol-6-ylsulfonyl)propanoate). RXN SMILES: Br[C:2]1[CH:10]=[C:9]2[C:5]([CH:6]=[CH:7][NH:8]2)=[CH:4][CH:3]=1.[CH3:11][O:12][C:13](=[O:19])[CH2:14][CH2:15][S:16]([O-:18])=[O:17].[Na+]>[Cu]I>[NH:8]1[C:9]2[C:5](=[CH:4][CH:3]=[C:2]([S:16]([CH2:15][CH2:14][C:13]([O:12][CH3:11])=[O:19])(=[O:18])=[O:17])[CH:10]=2)[CH:6]=[CH:7]1 |f:1.2|. Procedure details: 6-bromo-1H-indole (3.0 g, 15.3 mmol), sodium 3-methoxy-3-oxopropane-1-sulfinate (8.0 g, 45.9 mmol) and CuI (14.6 g, 77.0 mmol) were charged to a sealable flask. The flask was closed and degassed twice, and then dry DMSO (30 mL) was added and the reaction mixture degassed again before being heated at 110° C. in an oil bath overnight. The reaction mixture was cooled and diluted with ethyl acetate (300 mL). The mixture was filtered on a silica gel pad and eluted with ethyl acetate. The organic phas...